This data is from the Open Reaction Database (ORD), a public repository of structured organic reaction records. The task is: describe an organic reaction: reactants, conditions, products, and yield Starting materials: ClC(Cl)(Cl)Cl, COc1ccc(Br)cc1C(C)(C)CSC, O=C1CCC(=O)N1Cl. Product: COc1ccc(Br)cc1C(C)(C)C(Cl)SC. RXN SMILES: [C:24]([Cl:25])([Cl:26])([Cl:27])[Cl:28].[CH3:9][S:10][CH2:11][C:12]([CH3:13])([CH3:14])[c:15]1[c:16]([O:22][CH3:23])[cH:17][cH:18][c:19]([Br:21])[cH:20]1.[Cl:1][N:2]1[C:3](=[O:4])[CH2:5][CH2:6][C:7]1=[O:8]>>[Cl:1][CH:11]([S:10][CH3:9])[C:12]([CH3:13])([CH3:14])[c:15]1[c:16]([O:22][CH3:23])[cH:17][cH:18][c:19]([Br:21])[cH:20]1. Starting materials: C(C)(=O)OCC=1C=C(OC1)C(=O)C=1N(C2=CC(=CC=C2C1N)Cl)C(=O)OCC (2-(4-acetoxymethyl-2-furoyl)-3-amino-6-chloro-1-(ethoxycarbonyl)indole), C(C)(=O)O[C@H](C(=O)Cl)C ((S)-(−)-2-acetoxypropionyl chloride). Product: C(C)(=O)OCC=1C=C(OC1)C(=O)C=1N(C2=CC(=CC=C2C1NC([C@H](C)OC(C)=O)=O)Cl)C(=O)OCC (2-(4-Acetoxymethyl-2-furoyl)-6-chloro-1-ethoxycarbonyl-3-[[(S)-2-acetoxypropionyl]amino]indole). Reaction SMILES: [C:1]([O:4][CH2:5][C:6]1[CH:7]=[C:8]([C:11]([C:13]2[N:14]([C:24]([O:26][CH2:27][CH3:28])=[O:25])[C:15]3[C:20]([C:21]=2[NH2:22])=[CH:19][CH:18]=[C:17]([Cl:23])[CH:16]=3)=[O:12])[O:9][CH:10]=1)(=[O:3])[CH3:2].[C:29]([O:32][C@@H:33]([CH3:37])[C:34](Cl)=[O:35])(=[O:31])[CH3:30]>>[C:1]([O:4][CH2:5][C:6]1[CH:7]=[C:8]([C:11]([C:13]2[N:14]([C:24]([O:26][CH2:27][CH3:28])=[O:25])[C:15]3[C:20]([C:21]=2[NH:22][C:34](=[O:35])[C@@H:33]([O:32][C:29](=[O:31])[CH3:30])[CH3:37])=[CH:19][CH:18]=[C:17]([Cl:23])[CH:16]=3)=[O:12])[O:9][CH:10]=1)(=[O:3])[CH3:2]. Procedure details: The title compound was prepared according to the procedure described in step 1 of Example 2 (Method A) employing 2-(4-acetoxymethyl-2-furoyl)-3-amino-6-chloro-1-(ethoxycarbonyl)indole (Example 373, step 2) and (S)-(−)-2-acetoxypropionyl chloride. 1H-NMR (CDCl3) δ: 10.03 (1H, br s), 8.26 (1H, d, J=1.81 Hz), 8.21 (1H, d, J=8.74 Hz), 7.62 (1H, s),7.30 (1H, dd, J=8.74 Hz, 1.81 Hz), 7.28 (1H, s), 5.38 (1H, q, J=6.92 Hz), 4.99 (2H, s), 4.12 (2H, q, J=7.09 Hz), 2.08 (3H, s), 2.04 (3H, s), 1.59 (3H, d, ... Starting materials: FC1=C(C=CC=C1S(=O)(=O)C(F)(F)F)C1=CC=NC=C1 (4-{2-fluoro-3-[(trifluoromethyl)sulfonyl]phenyl}-pyridine), ( 62 ), ( 47 ), ( 92 ). The reagents and catalysts are [Pt]=O (platinum oxide). Solvent: CO (methanol). Yields the product FC1=C(C=CC=C1S(=O)(=O)C(F)(F)F)C1CCNCC1 (4-{2-FLUORO-3-[(TRIFLUOROMETHYL)SULFONYL]PHENYL}PIPERIDINE). As a reaction SMILES: [F:1][C:2]1[C:7]([S:8]([C:11]([F:14])([F:13])[F:12])(=[O:10])=[O:9])=[CH:6][CH:5]=[CH:4][C:3]=1[C:15]1[CH:20]=[CH:19][N:18]=[CH:17][CH:16]=1>[Pt]=O.CO>[F:1][C:2]1[C:7]([S:8]([C:11]([F:14])([F:13])[F:12])(=[O:9])=[O:10])=[CH:6][CH:5]=[CH:4][C:3]=1[CH:15]1[CH2:20][CH2:19][NH:18][CH2:17][CH2:16]1. Reported procedure: Preparation according to preparation 9: 4-{2-fluoro-3-[(trifluoromethyl)sulfonyl]phenyl}-pyridine (0.16 g, 0.53 mmol), methanol (10 ml), platinum oxide (0.02 g). Yield: 0.11 g. MS m/z (relative intensity, 70 eV) 311 (M+, 2), 291 (47), 164 (92), 130 (62) 69 (bp). The reactants are C(C)OC(=O)C1=CN(CC(C2=C1NC=1C=C(C=CC21)OCCCO)(C)C)C(C2=CC(=C(C=C2)F)F)=O (3-(3,4-difluoro-benzoyl)-1,1-dimethyl-8-(3-hydroxy-propoxy)-1,2,3,6-tetrahydroazepino[4,5-b]indole-5-carboxylic acid ethyl ester), C(C)OC(=O)C1=CN(CC(C2=C1NC=1C=C(C=CC21)O)(C)C)C(C2=CC=C(C=C2)F)=O (3-(4-fluorobenzoyl)-8-hydroxy-1,1-dimethyl-1,2,3,6-tetrahydroazepino[4,5-b]-indole-5-carboxylic acid ethyl ester), C(C)(C)N(CC)C(C)C (diisopropylethylamine), BrCCCO (3-bromo-1-propanol). Solvent: C(C)#N (acetonitrile). Reaction conditions: temperature 75 celsius, time 10 hour. Yields the product C(C)OC(=O)C1=CN(CC(C2=C1NC=1C=C(C=CC21)OCCN2CCOCC2)(C)C)C(C2=CC=C(C=C2)F)=O (3-(4-Fluorobenzoyl)-1,1-Dimethyl-8-(2-Morpholin-4-yl-Ethoxy)-1,2,3,6-Tetrahydroazepino[4,5-b]Indole-5-Carboxylic Acid Ethyl Ester). Reaction SMILES: [CH2:1]([O:3][C:4]([C:6]1[C:12]2[NH:13][C:14]3[CH:15]=[C:16]([O:20][CH2:21][CH2:22]CO)[CH:17]=[CH:18][C:19]=3[C:11]=2[C:10]([CH3:26])([CH3:25])[CH2:9][N:8]([C:27](=[O:36])[C:28]2[CH:33]=[CH:32][C:31]([F:34])=[C:30](F)[CH:29]=2)[CH:7]=1)=[O:5])[CH3:2].C(OC([C:42]1[C:48]2[NH:49][C:50]3[CH:51]=C(O)C=CC=3C=2C(C)(C)CN(C(=O)C2C=CC(F)=CC=2)C=1)=O)C.C(N(C(C)C)CC)(C)C.BrCCC[OH:81]>C(#N)C>[CH2:1]([O:3][C:4]([C:6]1[C:12]2[NH:13][C:14]3[CH:15]=[C:16]([O:20][CH2:21][CH2:22][N:49]4[CH2:48][CH2:42][O:81][CH2:51][CH2:50]4)[CH:17]=[CH:18][C:19]=3[C:11]=2[C:10]([CH3:26])([CH3:25])[CH2:9][N:8]([C:27](=[O:36])[C:28]2[CH:33]=[CH:32][C:31]([F:34])=[CH:30][CH:29]=2)[CH:7]=1)=[O:5])[CH3:2]. Procedure: To prepare 3-(3,4-difluoro-benzoyl)-1,1-dimethyl-8-(3-hydroxy-propoxy)-1,2,3,6-tetrahydroazepino[4,5-b]indole-5-carboxylic acid ethyl ester, a mixture of 3-(4-fluorobenzoyl)-8-hydroxy-1,1-dimethyl-1,2,3,6-tetrahydroazepino[4,5-b]-indole-5-carboxylic acid ethyl ester (46 mg, 0.11 mmol), diisopropylethylamine (0.5 mL), and 3-bromo-1-propanol (1.4 mL) in dry acetonitrile (1 mL) was stirred at 75° C. for 10 hours. The solvent was removed in vacuo, and the residue was purified by preparative reverse-... The reactants are FC1=CC=C(C=C1)C1=NOC(=C1COC=1C=C(N(N1)C)C(=O)O)CO (5-[3-(4-fluoro-phenyl)-5-hydroxymethyl-isoxazol-4-ylmethoxy]-2-methyl-2H-pyrazole-3-carboxylic acid), CC1(COC1)N (3-methyl-3-oxetanamine). Product: CC1(COC1)NC(=O)C=1N(N=C(C1)OCC=1C(=NOC1CO)C1=CC=C(C=C1)F)C (Rac-5-[3-(4-fluoro-phenyl)-5-hydroxymethyl-isoxazol-4-ylmethoxy]-2-methyl-2H-pyrazole-3-carboxylic acid (3-methyl-oxetan-3-yl)-amide). Yield: 50.0%. As a reaction SMILES: [F:1][C:2]1[CH:7]=[CH:6][C:5]([C:8]2[C:12]([CH2:13][O:14][C:15]3[CH:16]=[C:17]([C:21](O)=[O:22])[N:18]([CH3:20])[N:19]=3)=[C:11]([CH2:24][OH:25])[O:10][N:9]=2)=[CH:4][CH:3]=1.[CH3:26][C:27]1([NH2:31])[CH2:30][O:29][CH2:28]1>>[CH3:26][C:27]1([NH:31][C:21]([C:17]2[N:18]([CH3:20])[N:19]=[C:15]([O:14][CH2:13][C:12]3[C:8]([C:5]4[CH:4]=[CH:3][C:2]([F:1])=[CH:7][CH:6]=4)=[N:9][O:10][C:11]=3[CH2:24][OH:25])[CH:16]=2)=[O:22])[CH2:30][O:29][CH2:28]1. Reported procedure: As described for example 97, 5-[3-(4-fluoro-phenyl)-5-hydroxymethyl-isoxazol-4-ylmethoxy]-2-methyl-2H-pyrazole-3-carboxylic acid (100 mg, 0.29 mmol) was converted, using 3-methyl-3-oxetanamine instead of rac-3-aminotetrahydrofuran, to the title compound (60 mg, 50%) which was obtained as a white foam. MS: m/e=415.1 [M−H]−. The reactants are BrC(C=O)C=O (Bromomalonaldehyde), BrC=1C=CC(=NC1C)N (5-bromo-6-methylpyridin-2-amine). Solvent: C(C)#N (acetonitrile). Product: BrC=1C=CC=2N(C1C)C(=CN2)C=O (6-bromo-5-methylimidazo[1,2-a]pyridine-3-carbaldehyde). Yield: 28.0%. As a reaction SMILES: Br[CH:2]([CH:5]=[O:6])[CH:3]=O.[Br:7][C:8]1[CH:9]=[CH:10][C:11]([NH2:15])=[N:12][C:13]=1[CH3:14]>C(#N)C>[Br:7][C:8]1[CH:9]=[CH:10][C:11]2[N:12]([C:2]([CH:5]=[O:6])=[CH:3][N:15]=2)[C:13]=1[CH3:14]. Procedure: Bromomalonaldehyde (464 mg, 3.07 mmol) was added to a solution of 5-bromo-6-methylpyridin-2-amine (500 mg, 2.67 mmol) in acetonitrile. The reaction mixture was refluxed for 1 hour. After completion of the reaction, the reaction mixture was quenched with sodium bicarbonate solution and extracted with ethyl acetate. The organic layer was washed with brine and dried over sodium sulfate. The organic layer was concentrated and the product was purified by column chromatography using up to 0.5% methano... The product is COC=1C=C(CN2N=NC=3N(C2=O)C=NC3C(=O)N)C=CC1 (3-(3-Methoxybenzyl)-4-oxo-3,4-dihydroimidazo[5,1-d][1, 2, 3, 5]tetrazine-8-carboxamide). The solvent is CS(=O)C (dimethylsulfoxide). Reaction conditions: time 8 hour. Reaction SMILES: [CH3:1][O:2][C:3]1[CH:4]=[C:5]([CH:10]=[CH:11][CH:12]=1)[CH2:6][N:7]=[C:8]=[O:9].[N+:13](=[C:15]1[N:19]=[CH:18][N:17]=[C:16]1[C:20]([NH2:22])=[O:21])=[N-:14]>CS(C)=O>[CH3:1][O:2][C:3]1[CH:4]=[C:5]([CH:10]=[CH:11][CH:12]=1)[CH2:6][N:7]1[C:8](=[O:9])[N:19]2[CH:18]=[N:17][C:16]([C:20]([NH2:22])=[O:21])=[C:15]2[N:13]=[N:14]1. Procedure: Meta-methoxybenzyl isocyanate (Sigma Aldrich) (0.390 g, 2.4 mmol) was added drop wise to a suspension of 5-diazoimidazole-4-carboxamide (0.274 g, 2 mmol) in dry dimethylsulfoxide (2.5 mL) at room temperature under nitrogen. The resulting mixture was stirred at room temperature overnight. The reaction was quenched by the addition of ice and the solid product (off-white) removed by filtration, washed with water and ethyl acetate, and recrystallised from chloroform. Yield: 0.335 g, 56%. IR vmax/cm−... Starting materials: COC=1C=C(CN=C=O)C=CC1 (Meta-methoxybenzyl isocyanate), [N+](=[N-])=C1C(=NC=N1)C(=O)N (5-diazoimidazole-4-carboxamide).